This data is from the Open Reaction Database (ORD), a public repository of structured organic reaction records. The task is: describe an organic reaction: reactants, conditions, products, and yield Starting materials: C1(=CC=CC=C1)CCCN (3-Phenylproylamine), C(=O)O (formic acid), C(C)(=O)OC(C)=O (Acetic acid anhydride). The solvent is O (Water). Reaction conditions: time 2.5 hour. Yields the product C1(=CC=CC=C1)CCCNC=O (N-(3-phenylpropyl)formamide). Reaction SMILES: [C:1]1([CH2:7][CH2:8][CH2:9][NH2:10])[CH:6]=[CH:5][CH:4]=[CH:3][CH:2]=1.[CH:11](O)=[O:12].C(OC(=O)C)(=O)C>O>[C:1]1([CH2:7][CH2:8][CH2:9][NH:10][CH:11]=[O:12])[CH:6]=[CH:5][CH:4]=[CH:3][CH:2]=1. Reported procedure: 3-Phenylproylamine (10 ml, 70.0 mmol) was added at 0° C. dropwise to formic acid (80 ml). Acetic acid anhydride (30 ml) was added dropwise to the reaction mixture. After the addition the reaction mixture was warmed to room temperature. It was stirred for 2.5 h. It was cooled to 0° C. Water (30 ml) was added dropwise. The reaction mixture was warmed to room temperature. The solvent was removed in vacuo. The residue was dissolved in ethyl acetate (300 ml). The organic phase was washed with saturat... Reaction SMILES: [CH3:21][C:22](=[O:23])[OH:24].[F:1][c:2]1[c:3]([N+:17]([O-:18])=[O:19])[cH:4][cH:5][c:6]([O:8][CH2:9][c:10]2[cH:11][cH:12][c:13]([Cl:16])[cH:14][cH:15]2)[cH:7]1.[Fe:25].[OH2:20]>>[F:1][c:2]1[c:3]([NH2:17])[cH:4][cH:5][c:6]([O:8][CH2:9][c:10]2[cH:11][cH:12][c:13]([Cl:16])[cH:14][cH:15]2)[cH:7]1. The reactants are CC(=O)O, O=[N+]([O-])c1ccc(OCc2ccc(Cl)cc2)cc1F, [Fe], O. Product: Nc1ccc(OCc2ccc(Cl)cc2)cc1F.